This data is from the Open Reaction Database (ORD), a public repository of structured organic reaction records. The task is: describe an organic reaction: reactants, conditions, products, and yield Starting materials: Cc1ccc(C(=O)CBr)cc1, C1CCSC1, CC(C)=O, O. The product is [Br-], Cc1ccc(C(=O)C[S+]2CCCC2)cc1. As a reaction SMILES: [Br:1][CH2:2][C:3](=[O:4])[c:5]1[cH:6][cH:7][c:8]([CH3:11])[cH:9][cH:10]1.[CH2:12]1[CH2:13][CH2:14][S:15][CH2:16]1.[CH3:17][C:18](=[O:19])[CH3:20].[OH2:21]>>[Br-:1].[CH2:2]([C:3](=[O:4])[c:5]1[cH:6][cH:7][c:8]([CH3:11])[cH:9][cH:10]1)[S+:15]1[CH2:14][CH2:13][CH2:12][CH2:16]1. Starting materials: CC(C)(C)OC(=O)NC(Cc1ccccc1)C1CO1, c1cn[nH]c1. The product is CC(C)(C)OC(=O)NC(Cc1ccccc1)C(O)Cn1cccn1. As a reaction SMILES: [C:1]([CH3:2])([CH3:3])([CH3:4])[O:5][C:6]([NH:7][CH:8]([CH2:9][c:10]1[cH:11][cH:12][cH:13][cH:14][cH:15]1)[CH:16]1[O:17][CH2:18]1)=[O:19].[nH:20]1[n:21][cH:22][cH:23][cH:24]1>>[C:1]([CH3:2])([CH3:3])([CH3:4])[O:5][C:6]([NH:7][CH:8]([CH2:9][c:10]1[cH:11][cH:12][cH:13][cH:14][cH:15]1)[CH:16]([OH:17])[CH2:18][n:20]1[n:21][cH:22][cH:23][cH:24]1)=[O:19]. Starting materials: CC(=O)O, O=C1OC(=O)C2(Cl)C(Cl)=C(Cl)C(Cl)=CC12, COc1ccc(C(N)CC(=O)O)cc1. Product: COc1ccc(C(CC(=O)O)N2C(=O)C3C=C(Cl)C(Cl)=C(Cl)C3(Cl)C2=O)cc1. RXN SMILES: [CH3:30][C:31](=[O:32])[OH:33].[Cl:1][C:2]12[CH:3]([C:4](=[O:5])[O:6][C:7]1=[O:8])[CH:9]=[C:10]([Cl:15])[C:11]([Cl:14])=[C:12]2[Cl:13].[NH2:16][CH:17]([CH2:18][C:19](=[O:20])[OH:21])[c:22]1[cH:23][cH:24][c:25]([O:28][CH3:29])[cH:26][cH:27]1>>[Cl:1][C:2]12[CH:3]([C:4](=[O:6])[N:16]([CH:17]([CH2:18][C:19](=[O:20])[OH:21])[c:22]3[cH:23][cH:24][c:25]([O:28][CH3:29])[cH:26][cH:27]3)[C:7]1=[O:8])[CH:9]=[C:10]([Cl:15])[C:11]([Cl:14])=[C:12]2[Cl:13]. Reactants: CN1C(=CC2=CC=CC=C12)SC(C(=O)OCC)(C)C1=CC=CC=C1 (ethyl 2-(1-methylindol-2-yl)thio-2-phenylpropionate), [H-].[Al+3].[Li+].[H-].[H-].[H-] (lithium aluminum hydride), Cl (hydrochloric acid), ice water. The solvent is O1CCCC1 (tetrahydrofuran), O1CCCC1 (tetrahydrofuran). The product is CN1C(=CC2=CC=CC=C12)SC(CO)(C)C1=CC=CC=C1 (2-(1-methylindol-2-yl)thio-2-phenylpropanol). The yield is 70.0%. Reaction SMILES: [CH3:1][N:2]1[C:10]2[C:5](=[CH:6][CH:7]=[CH:8][CH:9]=2)[CH:4]=[C:3]1[S:11][C:12]([C:19]1[CH:24]=[CH:23][CH:22]=[CH:21][CH:20]=1)([CH3:18])[C:13](OCC)=[O:14].[H-].[Al+3].[Li+].[H-].[H-].[H-].Cl>O1CCCC1>[CH3:1][N:2]1[C:10]2[C:5](=[CH:6][CH:7]=[CH:8][CH:9]=2)[CH:4]=[C:3]1[S:11][C:12]([C:19]1[CH:24]=[CH:23][CH:22]=[CH:21][CH:20]=1)([CH3:18])[CH2:13][OH:14] |f:1.2.3.4.5.6|. Procedure: A solution (20 ml) of ethyl 2-(1-methylindol-2-yl)thio-2-phenylpropionate (3 g) in anhydrous tetrahydrofuran was added dropwise to a suspension (75 ml) of lithium aluminum hydride (670 mg) in anhydrous tetrahydrofuran, and the mixture was heated and refluxed for 2 hours. The reaction solution was allowed to cool, and was poured into ice water. The mixture was acidified by adding 6N hydrochloric acid, and was extracted with ethyl acetate. The organic layer was washed with water and a saturated aq... Reactants: NC1=C(OCOC)C(=CC(=C1)OC)C(C)(C)C ((2-amino-4-methoxy-6-tert-butylphenoxy)methoxymethane), C1(=CC=CC=C1)N=C=O (phenyl isocyanate). The solvent is O1CCCC1 (tetrahydrofuran). Run at time 3 hour. The product is C1(=CC=CC=C1)NC(NC1=C(OCOC)C(=CC(=C1)OC)C(C)(C)C)=O ([2-(3-phenylureido)-4-methoxy-6-tert-butylphenoxy]methoxymethane). Yield: 64.0%. Reaction SMILES: [NH2:1][C:2]1[CH:11]=[C:10]([O:12][CH3:13])[CH:9]=[C:8]([C:14]([CH3:17])([CH3:16])[CH3:15])[C:3]=1[O:4][CH2:5][O:6][CH3:7].[C:18]1([N:24]=[C:25]=[O:26])[CH:23]=[CH:22][CH:21]=[CH:20][CH:19]=1>O1CCCC1>[C:18]1([NH:24][C:25](=[O:26])[NH:1][C:2]2[CH:11]=[C:10]([O:12][CH3:13])[CH:9]=[C:8]([C:14]([CH3:17])([CH3:16])[CH3:15])[C:3]=2[O:4][CH2:5][O:6][CH3:7])[CH:23]=[CH:22][CH:21]=[CH:20][CH:19]=1. Procedure details: A tetrahydrofuran (THF) (20 ml) containing 2.4 g of (2-amino-4-methoxy-6-tert-butylphenoxy)methoxymethane and 1.09 ml of phenyl isocyanate was stirred at room temperature for 3 hours, and then the solvent was removed under reduced pressure. The obtained residue was crystallized from hexane, and recrystallized from an ethyl acetate-hexane mixed solution to give 2.3 g of [2-(3-phenylureido)-4-methoxy-6-tert-butylphenoxy]methoxymethane (yield: 64%, melting point: 121°-123° C., IR: 3300, 1650 cm31 1...